From a dataset of the Open Reaction Database (ORD), a public repository of structured organic reaction records. describe an organic reaction: reactants, conditions, products, and yield Starting materials: C1(=CC=CC=C1)P(C1=CC=CC=C1)C1=CC=CC=C1 (triphenylphosphine), O=[O+][O-] (ozone), O=[O+][O-] (ozone), C(C=C)C1C(C(N1C(=P(C1=CC=CC=C1)(C1=CC=CC=C1)C1=CC=CC=C1)C(=O)OCC1=CC=CC=C1)=O)CC1=CC=CC=C1 (4-allyl-3-benzyl-1-(1-benzyloxycarbonyl-1-triphenylphosphoranylidenemethyl)azetidine-2-one), FC(C(=O)O)(F)F (trifluoroacetic acid). Run in C(C)(=O)OCC (ethyl acetate), C(C)(=O)OCC (ethyl acetate). Run at time 30 minute. The product is C(C1=CC=CC=C1)C1C2CC=C(N2C1=O)C(=O)OCC1=CC=CC=C1 (benzyl 6-benzyl-7-oxo-1-azabicyclo[3,2,0]hept-2-ene-2-carboxylate), ( 37 ). RXN SMILES: [CH2:1]([CH:4]1[N:7]([C:8]([C:28]([O:30][CH2:31][C:32]2[CH:37]=[CH:36][CH:35]=[CH:34][CH:33]=2)=[O:29])=P(C2C=CC=CC=2)(C2C=CC=CC=2)C2C=CC=CC=2)[C:6](=[O:38])[CH:5]1[CH2:39][C:40]1[CH:45]=[CH:44][CH:43]=[CH:42][CH:41]=1)[CH:2]=C.FC(F)(F)C(O)=O.O=[O+][O-].C1(P(C2C=CC=CC=2)C2C=CC=CC=2)C=CC=CC=1>C(OCC)(=O)C>[CH2:39]([CH:5]1[C:6](=[O:38])[N:7]2[CH:4]1[CH2:1][CH:2]=[C:8]2[C:28]([O:30][CH2:31][C:32]1[CH:37]=[CH:36][CH:35]=[CH:34][CH:33]=1)=[O:29])[C:40]1[CH:45]=[CH:44][CH:43]=[CH:42][CH:41]=1. Procedure: A solution of 4-allyl-3-benzyl-1-(1-benzyloxycarbonyl-1-triphenylphosphoranylidenemethyl)azetidine-2-one (36) (0.38 g) in ethyl acetate (20 ml) was treated with trifluoroacetic acid (1.0 ml). The solution was cooled to -78° and ozone passed through it until it just became blue in colour. The excess ozone was blown off in a stream of argon and a solution of triphenylphosphine (0.16 g) in ethyl acetate (2 ml) was then added. The reaction solution was purged with argon for the next 30 minutes and t... Starting materials: CC(C)(C)[Si](C)(C)OCCn1cc(Br)cnc1=O, F, C1CCOC1, c1ccncc1. Product: O=c1ncc(Br)cn1CCO. As a reaction SMILES: [Br:1][c:2]1[cH:3][n:4][c:5](=[O:18])[n:6]([CH2:8][CH2:9][O:10][Si:11]([C:12]([CH3:13])([CH3:14])[CH3:15])([CH3:16])[CH3:17])[cH:7]1.[FH:24].[O:19]1[CH2:20][CH2:21][CH2:22][CH2:23]1.[cH:25]1[cH:26][cH:27][n:28][cH:29][cH:30]1>>[Br:1][c:2]1[cH:3][n:4][c:5](=[O:18])[n:6]([CH2:8][CH2:9][OH:10])[cH:7]1.